Task: describe an organic reaction: reactants, conditions, products, and yield. Dataset: the Open Reaction Database (ORD), a public repository of structured organic reaction records Reactants: CC1(CN=NC1)C (4,4-Dimethyl-4,5-dihydro-3H-pyrazole), C(C)N=C=S (ethyl isothiocyanate). Solvent: C(C)O (ethanol). Yields the product C(C)NC(=S)N1N=CC(C1)(C)C (4,4-dimethyl-4,5-dihydro-pyrazole-1-carbothioic acid ethylamide). Isolated yield 8.2%. RXN SMILES: [CH3:1][C:2]1([CH3:7])[CH2:6][N:5]=[N:4][CH2:3]1.[CH2:8]([N:10]=[C:11]=[S:12])[CH3:9]>C(O)C>[CH2:8]([NH:10][C:11]([N:4]1[CH2:3][C:2]([CH3:7])([CH3:1])[CH:6]=[N:5]1)=[S:12])[CH3:9]. Reported procedure: 10 g (1 mol equiv.) 4,4-Dimethyl-4,5-dihydro-3H-pyrazole (synthesized as described in WO 2008/034863) and 11.6 mL (1.3 mol equiv.) ethyl isothiocyanate were added to 100 mL ethanol. The reaction mixture was refluxed for 1 hour. Silica gel was added and volatiles were removed in vacuo. Purification by flash chromatography on silica gel (Et2O:PA=1:2) afforded 15.2 g (80%) of 4,4-dimethyl-4,5-dihydro-pyrazole-1-carbothioic acid ethylamide. 1H NMR (400 MHz, CDCl3) δ 1.19-1.30 (m, 9H), 3.63-3.72 (m, ... Starting materials: N1=C2C(=NC=C1)C(=O)OC2=O (2,3-pyrazine dicarboxylic anhydride), CO (MeOH). Product: COC(=O)C=1C(=NC=CN1)C(=O)O (3-(methoxycarbonyl)pyrazine-2-carboxylic acid). As a reaction SMILES: [N:1]1[CH:6]=[CH:5][N:4]=[C:3]2[C:7]([O:9][C:10](=[O:11])[C:2]=12)=[O:8].[CH3:12][OH:13]>>[CH3:12][O:13][C:7]([C:3]1[C:2]([C:10]([OH:9])=[O:11])=[N:1][CH:6]=[CH:5][N:4]=1)=[O:8]. Procedure details: A solution of 12.0 g (79.95 mmol) of 2,3-pyrazine dicarboxylic anhydride in 282 mL of MeOH was heated to 65° C. overnight. The reaction mixture was cooled to ambient temperature and concentrated in vacuo. To the obtained residue was added water followed by slow addition of solid NaHCO3. After gas evolution ceased, the aqueous layer was extracted with EtOAc (1×). The aqueous layer was then acidified to pH 2 by addition of conc. HCl. The aqueous layer was extracted with EtOAc (2×) and the combined...